From a dataset of the Open Reaction Database (ORD), a public repository of structured organic reaction records. describe an organic reaction: reactants, conditions, products, and yield Reactants: IC1C2CC3(CC(CC(C1)C3)C2)NC(OC(C)(C)C)=O (tert-butyl (4-iodotricyclo[4.3.1.13,8]undecan-1-yl)carbamate), CC(C)(C#N)N=NC(C)(C)C#N (AIBN), CCCC[SnH](CCCC)CCCC (Bu3SnH). Solvent: C1(=CC=CC=C1)C (toluene). Run at temperature 90 celsius. The product is C12(CC3CCC(CC(C1)C3)C2)NC(OC(C)(C)C)=O (tert-butyl tricyclo[4.3.1.13,8]undecan-1-ylcarbamate). The yield is 73.0%. Reaction SMILES: I[CH:2]1[CH2:10][CH:9]2[CH2:11][C:5]3([NH:13][C:14](=[O:20])[O:15][C:16]([CH3:19])([CH3:18])[CH3:17])[CH2:6][CH:7]([CH2:12][CH:3]1[CH2:4]3)[CH2:8]2.CC(N=NC(C#N)(C)C)(C#N)C.CCCC[SnH](CCCC)CCCC>C1(C)C=CC=CC=1>[C:5]12([NH:13][C:14](=[O:20])[O:15][C:16]([CH3:18])([CH3:17])[CH3:19])[CH2:11][CH:9]3[CH2:8][CH:7]([CH2:12][CH:3]([CH2:2][CH2:10]3)[CH2:4]1)[CH2:6]2. Reported procedure: The mixture of iodide 5A (0.18 mmol), AIBN (0.054 mmol), and Bu3SnH (0.54 mmol) was diluted with toluene (10 mL) and the reaction mixture was heated at 90° C. for 2 h. The reaction mixture was concentrated and the residue was purified by silica gel chromatography (10/90 EtOAc/Hexane) to provide the reduction product 6A in 73% yield. Data: LC/MS (ESR) m/z 266 [M+1]+. Starting materials: alkyl phenols, C1CO1 (ethylene oxide), C14 -C15 linear alcohol, CCC(CC)COC(C1=CC=CC=C1)(C2=CC=CC=C2)C(=O)N(C)CC[NH+](C)C.[Cl-] (X-100), C14 -C15 linear alcohol, C1CO1 (ethylene oxide), C1CO1 (ethylene oxide), C1CO1 (ethylene oxide), alcohol, C12 -C13 linear alcohol, alkylene oxide, alcohols, CC(=O)NC1=CC=C(C=C1)O (Neodol), C1CO1 (ethylene oxide), C(C(C)[*:2])[*:1] (polypropylene), alkyl phenol, C13 -C15 alcohol, C1CO1 (ethylene oxide), aliphatic alcohol, C(C[*:2])[*:1] (polyethylene), C1CO1 (ethylene oxide), C14 -C15 linear alcohol, polybutylene oxide, primary alcohol, CCCCC(CC)CCC(CC(C)C)OS(=O)(=O)[O-].[Na+] (Tergitol), aliphatic alcohols, alkyl phenols, C1CO1 (ethylene oxide), polyethylene oxide, C1CO1 (ethylene oxide), CC(=O)NC1=CC=C(C=C1)O (Neodol), C1CO1 (ethylene oxide), CCCCC(CC)CCC(CC(C)C)OS(=O)(=O)[O-].[Na+] (Tergitol), C11 -C15 linear alcohol, CC(=O)NC1=CC=C(C=C1)O (Neodol), CC(=O)NC1=CC=C(C=C1)O (Neodol), C1CO1 (ethylene oxide). The product is C1CO1 (ethylene oxide), C1C(C)O1 (propylene oxide), C(C(C)O)O (propylene glycol). As a reaction SMILES: [CH2:1]1[O:3][CH2:2]1.CCC(C[O:10][C:11]([C:24](N(CC[NH+](C)C)C)=[O:25])([C:18]1C=CC=CC=1)[C:12]1C=CC=CC=1)CC.[Cl-].CCCCC(CCC(OS([O-])(=O)=O)CC(C)C)CC.[Na+].CC(NC1C=CC(O)=CC=1)=O>>[CH2:2]1[O:3][CH2:1]1.[CH2:24]1[O:25][CH:11]1[CH3:18].[CH2:24]([OH:25])[CH:11]([OH:10])[CH3:12] |f:1.2,3.4|. Procedure details: Conventional, nonionic detersive surfactants for purposes of this invention include the polyethylene, polypropylene, and polybutylene oxide condensates of alkyl phenols. In general, the polyethylene oxide condensates are preferred. These compounds include the condensation products of alkyl phenols having an alkyl group containing from about 6 to about 12 carbon atoms in either a straight chain or branched chain configuration with the alkylene oxide. In a preferred embodiment, the ethylene oxide ... Reactants: BrC(CCC(=O)OCC1=CC(=CC=C1)OC1=CC=CC=C1)CC(Cl)(Cl)Cl (3-phenoxybenzyl 4-bromo-6,6,6-trichlorohexanoate), N1CCCCC1 (piperidine), C (charcoal). Solvent: C1=CC=CC=C1 (benzene). Yields the product CC(CC(=O)OCC1=CC(=CC=C1)OC1=CC=CC=C1)(C=CC(Cl)(Cl)Cl)C (3-phenoxybenzyl 3,3-dimethyl-6,6,6-trichloro-4-hexenoate). As a reaction SMILES: Br[CH:2]([CH2:22][C:23]([Cl:26])([Cl:25])[Cl:24])[CH2:3][CH2:4][C:5]([O:7][CH2:8][C:9]1[CH:14]=[CH:13][CH:12]=[C:11]([O:15][C:16]2[CH:21]=[CH:20][CH:19]=[CH:18][CH:17]=2)[CH:10]=1)=[O:6].N1CCCC[CH2:28]1.[CH4:33]>C1C=CC=CC=1>[CH3:33][C:3]([CH3:28])([CH:2]=[CH:22][C:23]([Cl:26])([Cl:25])[Cl:24])[CH2:4][C:5]([O:7][CH2:8][C:9]1[CH:14]=[CH:13][CH:12]=[C:11]([O:15][C:16]2[CH:21]=[CH:20][CH:19]=[CH:18][CH:17]=2)[CH:10]=1)=[O:6]. Reported procedure: In the manner of Example II, 22.1 g of 3-phenoxybenzyl 4-bromo-6,6,6-trichlorohexanoate was treated with 7.4 g of piperidine. Chromatography of the crude reaction product on a charcoal column using benzene as the eluent gave 13.5 g of 3-phenoxybenzyl 3,3-dimethyl-6,6,6-trichloro-4-hexenoate.